This data is from the Open Reaction Database (ORD), a public repository of structured organic reaction records. The task is: describe an organic reaction: reactants, conditions, products, and yield Starting materials: ClC=1C=C2C(=CC1)NCC21CN(CC1)C(=O)OC (Methyl 5-chlorospiro[indoline-3,3′-pyrrolidine]-1′-carboxylate), C(C)(=O)OCC=1N=C(SC1)N ((2-aminothiazol-4-yl)methyl acetate), C([O-])([O-])=O.[K+].[K+] (potassium carbonate), ClC(=O)OC1=CC=C(C=C1)[N+](=O)[O-] (4-nitrophenyl chloroformate), N1=CC=CC=C1 (pyridine). Run in O (water), CN(C)C=O (N,N′-dimethylformamide), O (water), CO (methanol), CN(C)C=O (N,N′-dimethylformamide). Run at time 13 hour. Yields the product ClC=1C=C2C(=CC1)N(CC21CN(CC1)C(=O)OC)C(NC=1SC=C(N1)CO)=O (methyl 5-chloro-1-((4-(hydroxymethyl)thiazol-2-yl)carbamoyl)spiro[indoline-3,3′-pyrrolidine]-1′-carboxylate). Isolated yield 16.9%. As a reaction SMILES: [Cl:1][C:2]1[CH:3]=[C:4]2[C:10]3([CH2:14][CH2:13][N:12]([C:15]([O:17][CH3:18])=[O:16])[CH2:11]3)[CH2:9][NH:8][C:5]2=[CH:6][CH:7]=1.Cl[C:20](OC1C=CC([N+]([O-])=O)=CC=1)=[O:21].N1C=CC=CC=1.C([O:41][CH2:42][C:43]1[N:44]=[C:45]([NH2:48])[S:46][CH:47]=1)(=O)C.C(=O)([O-])[O-].[K+].[K+]>CN(C=O)C.O.CO>[Cl:1][C:2]1[CH:3]=[C:4]2[C:10]3([CH2:14][CH2:13][N:12]([C:15]([O:17][CH3:18])=[O:16])[CH2:11]3)[CH2:9][N:8]([C:20](=[O:21])[NH:48][C:45]3[S:46][CH:47]=[C:43]([CH2:42][OH:41])[N:44]=3)[C:5]2=[CH:6][CH:7]=1 |f:4.5.6|. Procedure details: Methyl 5-chlorospiro[indoline-3,3′-pyrrolidine]-1′-carboxylate (100 mg, 0.37 mmol) was dissolved in N,N′-dimethylformamide (0.5 mL). Thereafter, 4-nitrophenyl chloroformate (75 mg, 0.37 mmol) and pyridine (30 μL, 0.37 mmol) were added to the above obtained solution, and the thus obtained mixture was then stirred at room temperature for 13 hours. Thereafter, the (2-aminothiazol-4-yl)methyl acetate (65 mg, 0.37 mmol) synthesized by a method described in the known methods (International Publication... The reactants are C1CCOC1, CS(=O)(=O)Cl, CCOC(C)=O, COC(=O)c1cc(C)ccc1O, [H-], [Na+]. Product: COC(=O)c1cc(C)ccc1OS(C)(=O)=O. RXN SMILES: [CH2:26]1[O:27][CH2:28][CH2:29][CH2:30]1.[CH3:15][S:16]([Cl:17])(=[O:18])=[O:19].[CH3:20][CH2:21][O:22][C:23]([CH3:24])=[O:25].[CH3:3][O:4][C:5]([c:6]1[c:7]([OH:13])[cH:8][cH:9][c:10]([CH3:12])[cH:11]1)=[O:14].[H-:1].[Na+:2]>>[CH3:3][O:4][C:5]([c:6]1[c:7]([O:13][S:16]([CH3:15])(=[O:18])=[O:19])[cH:8][cH:9][c:10]([CH3:12])[cH:11]1)=[O:14]. The reactants are [BH4-], CCNc1nc(C(=O)OCC)cs1, CO, [Na+], C1CCOC1. Yields the product CCNc1nc(CO)cs1. RXN SMILES: [BH4-:14].[CH2:1]([CH3:2])[NH:3][c:4]1[s:5][cH:6][c:7]([C:9](=[O:10])[O:11][CH2:12][CH3:13])[n:8]1.[CH3:16][OH:17].[Na+:15].[O:18]1[CH2:19][CH2:20][CH2:21][CH2:22]1>>[CH2:1]([CH3:2])[NH:3][c:4]1[s:5][cH:6][c:7]([CH2:9][OH:10])[n:8]1. Starting materials: O=C([O-])[O-], Cc1ccccc1, CCOC(C)=O, O=[N+]([O-])c1ccc(Cl)cc1F, Cl, FC1CCNCC1, [Na+], [Na+]. The product is O=[N+]([O-])c1ccc(Cl)cc1N1CCC(F)CC1. RXN SMILES: [C:12](=[O:13])([O-:14])[O-:15].[CH3:26][c:27]1[cH:28][cH:29][cH:30][cH:31][cH:32]1.[CH3:33][CH2:34][O:35][C:36]([CH3:37])=[O:38].[Cl:1][c:2]1[cH:3][c:4]([F:11])[c:5]([N+:8](=[O:9])[O-:10])[cH:6][cH:7]1.[ClH:18].[F:19][CH:20]1[CH2:21][CH2:22][NH:23][CH2:24][CH2:25]1.[Na+:16].[Na+:17]>>[Cl:1][c:2]1[cH:3][c:4]([N:23]2[CH2:22][CH2:21][CH:20]([F:19])[CH2:25][CH2:24]2)[c:5]([N+:8](=[O:9])[O-:10])[cH:6][cH:7]1.